This data is from the Open Reaction Database (ORD), a public repository of structured organic reaction records. The task is: describe an organic reaction: reactants, conditions, products, and yield Starting materials: BrC1=CC=C2C(=NNC2=C1)OC (6-bromo-3-methoxy-1H-indazole), C(C)OC(C=CC1=NC=CC=C1)=O (3-pyridin-2-yl-acrylic acid ethyl ester), 3-(3-Cyano-1H-Indol-4-yl)-3-phenyl-acrylic acid ethyl. The product is C(C)OC(C=C(C1=NC=CC=C1)C1=CC=C2C(=NNC2=C1)OC)=O (3-(3-Methoxy-1H-indazol-6-yl)-3-pyridin-2yl-acrylic acid ethyl ester). As a reaction SMILES: Br[C:2]1[CH:10]=[C:9]2[C:5]([C:6]([O:11][CH3:12])=[N:7][NH:8]2)=[CH:4][CH:3]=1.[CH2:13]([O:15][C:16](=[O:25])[CH:17]=[CH:18][C:19]1[CH:24]=[CH:23][CH:22]=[CH:21][N:20]=1)[CH3:14]>>[CH2:13]([O:15][C:16](=[O:25])[CH:17]=[C:18]([C:2]1[CH:10]=[C:9]2[C:5]([C:6]([O:11][CH3:12])=[N:7][NH:8]2)=[CH:4][CH:3]=1)[C:19]1[CH:24]=[CH:23][CH:22]=[CH:21][N:20]=1)[CH3:14]. Procedure: 3-(3-Methoxy-1H-indazol-6-yl)-3-pyridin-2yl-acrylic acid ethyl ester CCXLIII was prepared from 6-bromo-3-methoxy-1H-indazole and 3-pyridin-2-yl-acrylic acid ethyl ester using the procedure described for preparation of 3-(3-Cyano-1H-Indol-4-yl)-3-phenyl-acrylic acid ethyl esterLVIII (Example 14). The reactants are C(=C)B1OC(C)(C)C(C)(C)O1 (vinylboronic acid pinacol ester), C(C1=CC=CC=C1)OC(=O)NC=1C(=NC2=CC(=CC=C2C1)Br)C(=O)OCC (Ethyl 3-{[(benzyloxy)carbonyl]amino}-7-bromoquinoline-2-carboxylate), [O-]P(=O)([O-])[O-].[K+].[K+].[K+] (K3PO4), CC(=O)O (AcOH), Teflon. Reagents/catalysts: CC(C)C1=CC(=C(C(=C1)C(C)C)C2=CC(=CC=C2)P(C3CCCCC3)C4CCCCC4)C(C)C.C1=CC=C([C-]=C1)C2=CC=CC=C2N.Cl[Pd+] (chloro(2-dicyclohexylphosphino-2′,4′,6′-triisopropyl-1,1′-biphenyl) [2-(2′-amino-1,1′-biphenyl)]palladium(II)). Solvent: O1CCOCC1 (1,4-dioxane). Run at temperature 90 celsius. Product: C(C1=CC=CC=C1)OC(=O)NC=1C(=NC2=CC(=CC=C2C1)C=C)C(=O)O (3-{[(Benzyloxy)carbonyl]amino}-7-vinylquinoline-2-carboxylic acid). The yield is 85.5%. Reaction SMILES: [CH2:1]([O:8][C:9]([NH:11][C:12]1[C:13]([C:23]([O:25]CC)=[O:24])=[N:14][C:15]2[C:20]([CH:21]=1)=[CH:19][CH:18]=[C:17](Br)[CH:16]=2)=[O:10])[C:2]1[CH:7]=[CH:6][CH:5]=[CH:4][CH:3]=1.[O-]P([O-])([O-])=O.[K+].[K+].[K+].[CH:36](B1OC(C)(C)C(C)(C)O1)=[CH2:37].CC(O)=O>O1CCOCC1.CC(C1C=C(C(C)C)C(C2C=CC=C(P(C3CCCCC3)C3CCCCC3)C=2)=C(C(C)C)C=1)C.C1C=[C-]C(C2C(N)=CC=CC=2)=CC=1.Cl[Pd+]>[CH2:1]([O:8][C:9]([NH:11][C:12]1[C:13]([C:23]([OH:25])=[O:24])=[N:14][C:15]2[C:20]([CH:21]=1)=[CH:19][CH:18]=[C:17]([CH:36]=[CH2:37])[CH:16]=2)=[O:10])[C:2]1[CH:7]=[CH:6][CH:5]=[CH:4][CH:3]=1 |f:1.2.3.4,8.9.10|. Procedure: To a screw-cap vial equipped with a magnetic stir bar, ethyl 3-{[(benzyloxy)carbonyl]amino}-7-bromoquinoline-2-carboxylate (Example 1, step 3, 971.6 mg, 2.263 mmol), chloro(2-dicyclohexylphosphino-2′,4′,6′-triisopropyl-1,1′-biphenyl) [2-(2′-amino-1,1′-biphenyl)]palladium(II) (Aldrich, 163.8 mg, 0.2082 mmol) and K3PO4 (1017.1 mg, 4.7916 mmol) were added. The vial was sealed with a Teflon-lined septum, evacuated and backfilled with nitrogen (this process was repeated a total of three times). A sol... The reactants are O=C1CCC(=O)N1Br, CN(C)C=O, Cn1ncnc1-c1nccs1, O. The product is Cn1ncnc1-c1ncc(Br)s1. Reaction SMILES: [Br:17][N:18]1[C:19](=[O:20])[CH2:21][CH2:22][C:23]1=[O:24].[CH3:12][N:13]([CH3:14])[CH:15]=[O:16].[CH3:1][n:2]1[n:3][cH:4][n:5][c:6]1-[c:7]1[s:8][cH:9][cH:10][n:11]1.[OH2:25]>>[CH3:1][n:2]1[n:3][cH:4][n:5][c:6]1-[c:7]1[s:8][c:9]([Br:17])[cH:10][n:11]1. The reactants are C(C)OC(CN1C=CC2=CC=C(C=C12)OCC=1C(=NC(=CC1)C1=CC(=CC=C1)C(F)(F)F)C)=O ({6-[2-methyl-6-(3-trifluoromethyl-phenyl)-pyridin-3-ylmethoxy]-indol-1-yl}-acetic acid ethyl ester), [Li+].[OH-] (LiOH). Yields the product CC1=NC(=CC=C1COC1=CC=C2C=CN(C2=C1)CC(=O)O)C1=CC(=CC=C1)C(F)(F)F ({6-[2-Methyl-6-(3-trifluoromethyl-phenyl)-pyridin-3-ylmethoxy]-indol-1-yl}-acetic acid). As a reaction SMILES: C([O:3][C:4](=[O:34])[CH2:5][N:6]1[C:14]2[C:9](=[CH:10][CH:11]=[C:12]([O:15][CH2:16][C:17]3[C:18]([CH3:33])=[N:19][C:20]([C:23]4[CH:28]=[CH:27][CH:26]=[C:25]([C:29]([F:32])([F:31])[F:30])[CH:24]=4)=[CH:21][CH:22]=3)[CH:13]=2)[CH:8]=[CH:7]1)C.[Li+].[OH-]>>[CH3:33][C:18]1[C:17]([CH2:16][O:15][C:12]2[CH:13]=[C:14]3[C:9]([CH:8]=[CH:7][N:6]3[CH2:5][C:4]([OH:34])=[O:3])=[CH:10][CH:11]=2)=[CH:22][CH:21]=[C:20]([C:23]2[CH:28]=[CH:27][CH:26]=[C:25]([C:29]([F:31])([F:30])[F:32])[CH:24]=2)[N:19]=1 |f:1.2|. Procedure details: In analogy to the procedure described in example 5 g], {6-[2-methyl-6-(3-trifluoromethyl-phenyl)-pyridin-3-ylmethoxy]-indol-1-yl}-acetic acid ethyl ester was treated with LiOH to obtain the title compound as off-white crystals. The reactants are CI (methyl iodide), CC1(NC2=NC3=C(N2C(N1C)=O)C=CC=C3)C (1,2-dihydro-2,2,3-trimethyl-1,3,5-triazino[1,2-a]benzimidazol-4(3H)-one), CI (methyl iodide), C([O-])([O-])=O.[K+].[K+] (potassium carbonate). The solvent is CC(=O)C (acetone). Reaction conditions: time 8 hour. The product is CC1(N=C2N(C3=C(N2C(N1C)=O)C=CC=C3)C)C (2,10-Dihydro-2,2,3,10-tetramethyl-1,3,5-triazino[1,2-a]benzimidazol-4(3H)-one). Isolated yield 101.8%. Reaction SMILES: [CH3:1][C:2]1([CH3:17])[N:10]([CH3:11])[C:9](=[O:12])[N:8]2[C:4](=[N:5][C:6]3[CH:16]=[CH:15][CH:14]=[CH:13][C:7]=32)[NH:3]1.CI.[C:20](=O)([O-])[O-].[K+].[K+]>CC(C)=O>[CH3:1][C:2]1([CH3:17])[N:10]([CH3:11])[C:9](=[O:12])[N:8]2[C:4]([N:5]([CH3:20])[C:6]3[CH:16]=[CH:15][CH:14]=[CH:13][C:7]=32)=[N:3]1 |f:2.3.4|. Procedure details: A mixture of 2.0 g (0.0087 mole) 1,2-dihydro-2,2,3-trimethyl-1,3,5-triazino[1,2-a]benzimidazol-4(3H)-one, 1.1 ml (0.0174 mole) methyl iodide, anhydrous potassium carbonate (1 gram) and acetone (100 ml) was heated under reflux, with stirring, overnight. After refluxing had continued 21 hours an additional 1 ml of methyl iodide was added and solids removed from the mixture by suction filtration. The filtrate was evaporated under reduced pressure and the resulting residue dissolved in ethyl acetate...